Dataset: the Open Reaction Database (ORD), a public repository of structured organic reaction records. Task: describe an organic reaction: reactants, conditions, products, and yield Reactants: COC(=O)C1=CC2=C(N(C(=N2)NCC2CCN(CC2)CC2=CC=CC3=CC=CC=C23)C(=O)OC(C)(C)C)C=C1 (2-[(1-naphthalen-1-ylmethyl-piperidin-4-ylmethyl)-amino]-benzimidazole-1,5-dicarboxylic acid 1-tert-butyl ester 5-methyl ester), [H-].[Li+].[Al+3].[H-].[H-].[H-] (aluminum lithium hydride), S(=O)(=O)([O-])[O-].[Na+].[Na+] (sodium sulfate). Run in O1CCCC1 (tetrahydrofuran). Reaction conditions: time 3 hour. Product: C1(=CC=CC2=CC=CC=C12)CN1CCC(CC1)CNC1=NC2=C(N1)C=CC(=C2)CO ({2-[(1-naphthalen-1-ylmethyl-piperidin-4-ylmethyl)-amino]-1H-benzimidazol-5-yl-}-methanol). As a reaction SMILES: C[O:2][C:3]([C:5]1[CH:39]=[CH:38][C:8]2[N:9](C(OC(C)(C)C)=O)[C:10]([NH:12][CH2:13][CH:14]3[CH2:19][CH2:18][N:17]([CH2:20][C:21]4[C:30]5[C:25](=[CH:26][CH:27]=[CH:28][CH:29]=5)[CH:24]=[CH:23][CH:22]=4)[CH2:16][CH2:15]3)=[N:11][C:7]=2[CH:6]=1)=O.[H-].[Li+].[Al+3].[H-].[H-].[H-].S([O-])([O-])(=O)=O.[Na+].[Na+]>O1CCCC1>[C:21]1([CH2:20][N:17]2[CH2:16][CH2:15][CH:14]([CH2:13][NH:12][C:10]3[NH:9][C:8]4[CH:38]=[CH:39][C:5]([CH2:3][OH:2])=[CH:6][C:7]=4[N:11]=3)[CH2:19][CH2:18]2)[C:30]2[C:25](=[CH:26][CH:27]=[CH:28][CH:29]=2)[CH:24]=[CH:23][CH:22]=1 |f:1.2.3.4.5.6,7.8.9|. Procedure: After dissolving 2-[(1-naphthalen-1-ylmethyl-piperidin-4-ylmethyl)-amino]-benzimidazole-1,5-dicarboxylic acid 1-tert-butyl ester 5-methyl ester (940 mg, 1.78 mmol) in dry tetrahydrofuran (18 ml) under a nitrogen stream, aluminum lithium hydride (135 mg, 3.56 mmol) was added at 0° C., and the mixture was stirred for 3 hours. Saturated aqueous sodium sulfate was added, and then the solvent was distilled off under reduced pressure. Since the residue contained water, it was dissolved in ethyl acetat... Reactants: COC(CCNC(C1=CC=C(C=C1)C(CC(C)C)OC1=CC(=C(C=C1)C1=CC=C(C=C1)C(C)C)C=O)=O)=O (3-{4-[1-(2-formyl-4′-isopropyl-biphenyl-4-yloxy)-3-methyl-butyl]-benzoylamino}-propionic acid methyl ester), [BH4-].[Na+] (NaBH4). Solvent: C(C)(=O)OCC (ethyl acetate), CO (methanol). Conditions: time 2 hour. The product is OCC1=C(C=CC(=C1)OC(CC(C)C)C1=CC=C(C(=O)NCCC(=O)O)C=C1)C1=CC=C(C=C1)C(C)C (3-{4-[1-(2-Hydroxymethyl-4′-isopropyl-biphenyl-4-yloxy)-3-methyl-butyl]-benzoylamino}-propionic acid). Isolated yield 263.8%. Reaction SMILES: C[O:2][C:3](=[O:38])[CH2:4][CH2:5][NH:6][C:7](=[O:37])[C:8]1[CH:13]=[CH:12][C:11]([CH:14]([O:19][C:20]2[CH:25]=[CH:24][C:23]([C:26]3[CH:31]=[CH:30][C:29]([CH:32]([CH3:34])[CH3:33])=[CH:28][CH:27]=3)=[C:22]([CH:35]=[O:36])[CH:21]=2)[CH2:15][CH:16]([CH3:18])[CH3:17])=[CH:10][CH:9]=1.[BH4-].[Na+]>CO.C(OCC)(=O)C>[OH:36][CH2:35][C:22]1[CH:21]=[C:20]([O:19][CH:14]([C:11]2[CH:12]=[CH:13][C:8]([C:7]([NH:6][CH2:5][CH2:4][C:3]([OH:38])=[O:2])=[O:37])=[CH:9][CH:10]=2)[CH2:15][CH:16]([CH3:18])[CH3:17])[CH:25]=[CH:24][C:23]=1[C:26]1[CH:27]=[CH:28][C:29]([CH:32]([CH3:34])[CH3:33])=[CH:30][CH:31]=1 |f:1.2|. Procedure: To the solution of 3-{4-[1-(2-formyl-4′-isopropyl-biphenyl-4-yloxy)-3-methyl-butyl]-benzoylamino}-propionic acid methyl ester (36 mg, 0.07 mmol) in methanol (5 ml) is added NaBH4 (3 mg, 0.07 mmol). After 2 h, the mixture is diluted with ethyl acetate, washed with 1N HCl, water, brine, dried over MgSO4, and concentrated. The residue is taken into methanol (20 mL), followed by the addition of sodium hydroxide (5 N aqueous, 1 mL), stirred for 4 h. The reaction mixture is concentrated and acidified ... Starting materials: [N+](=O)([O-])C1=CC(=C(C(=O)OCC)C=C1)N[C@@H]1[C@H](CCCC1)N1CCCC1 (ethyl 4-nitro-2-{[(1S,2S)-2-pyrrolidin-1-ylcyclohexyl]amino}benzoate). The reagents and catalysts are [C].[Pd] (palladium-carbon). Run in C(C)O (ethanol). Yields the product NC1=CC(=C(C(=O)OCC)C=C1)N[C@@H]1[C@H](CCCC1)N1CCCC1 (ethyl 4-amino-2-{[(1S,2S)-2-pyrrolidin-1-ylcyclohexyl]amino}benzoate). As a reaction SMILES: [N+:1]([C:4]1[CH:14]=[CH:13][C:7]([C:8]([O:10][CH2:11][CH3:12])=[O:9])=[C:6]([NH:15][C@H:16]2[CH2:21][CH2:20][CH2:19][CH2:18][C@@H:17]2[N:22]2[CH2:26][CH2:25][CH2:24][CH2:23]2)[CH:5]=1)([O-])=O>C(O)C.[C].[Pd]>[NH2:1][C:4]1[CH:14]=[CH:13][C:7]([C:8]([O:10][CH2:11][CH3:12])=[O:9])=[C:6]([NH:15][C@H:16]2[CH2:21][CH2:20][CH2:19][CH2:18][C@@H:17]2[N:22]2[CH2:26][CH2:25][CH2:24][CH2:23]2)[CH:5]=1 |f:2.3|. Reported procedure: Under an atmosphere of hydrogen (1 atm) and in ethanol, catalytic hydrogenation of ethyl 4-nitro-2-{[(1S,2S)-2-pyrrolidin-1-ylcyclohexyl]amino}benzoate was carried out at room temperature in the presence of 10% palladium-carbon to obtain ethyl 4-amino-2-{[(1S,2S)-2-pyrrolidin-1-ylcyclohexyl]amino}benzoate. Procedure: A mixture of the indole ester of step 9 above (0.8 g) and 10% aqueous NaOH/MeOH (20 ml/80 ml) is stirred under reflux for 2 hours. The reaction mixture is concentrated and the aqueous residue is diluted with water and extracted with CHCl3. The organic layer is dried (MgSO4) and evaporated affording an off-white solid which is determined to be the desired compound by NMR. Run in [OH-].[Na+].CO (NaOH MeOH). Yields the product C(C)(=O)N1CCC2=C(C(=CC(=C12)Cl)C(=O)O)OC (1-Acetyl-5-carboxy-7-chloro-4-methoxy-1,2-dihydroindole). Reaction SMILES: [C:1]([N:4]1[C:12]2[C:7](=[C:8]([O:18][CH3:19])[C:9]([C:14]([O:16]C)=[O:15])=[CH:10][C:11]=2[Cl:13])[CH2:6][CH2:5]1)(=[O:3])[CH3:2]>[OH-].[Na+].CO>[C:1]([N:4]1[C:12]2[C:7](=[C:8]([O:18][CH3:19])[C:9]([C:14]([OH:16])=[O:15])=[CH:10][C:11]=2[Cl:13])[CH2:6][CH2:5]1)(=[O:3])[CH3:2] |f:1.2.3|. Reactants: C(C)(=O)N1CCC2=C(C(=CC(=C12)Cl)C(=O)OC)OC (1-Acetyl-5-carbomethoxy-7-chloro-4-methoxy- 1,2-dihydroindole).